From a dataset of the Open Reaction Database (ORD), a public repository of structured organic reaction records. describe an organic reaction: reactants, conditions, products, and yield Reactants: C, CCOC(=O)c1cc2cc(Oc3ccc(S(C)(=O)=O)cc3)cc(OCc3ccccc3)c2[nH]1, C1CCOC1, [Pd]. Yields the product CCOC(=O)c1cc2cc(Oc3ccc(S(C)(=O)=O)cc3)cc(O)c2[nH]1. Reaction SMILES: [C:39].[CH2:1]([c:2]1[cH:3][cH:4][cH:5][cH:6][cH:7]1)[O:8][c:9]1[cH:10][c:11]([O:23][c:24]2[cH:25][cH:26][c:27]([S:30](=[O:31])(=[O:32])[CH3:33])[cH:28][cH:29]2)[cH:12][c:13]2[cH:14][c:15]([C:18](=[O:19])[O:20][CH2:21][CH3:22])[nH:16][c:17]12.[O:34]1[CH2:35][CH2:36][CH2:37][CH2:38]1.[Pd:40]>>[OH:8][c:9]1[cH:10][c:11]([O:23][c:24]2[cH:25][cH:26][c:27]([S:30](=[O:31])(=[O:32])[CH3:33])[cH:28][cH:29]2)[cH:12][c:13]2[cH:14][c:15]([C:18](=[O:19])[O:20][CH2:21][CH3:22])[nH:16][c:17]12. The reactants are CO, [H][H], NCC(O)c1ccccc1, CC(=O)COc1ccc(O)c(C(N)=O)c1, O=S(=O)(O)O. The product is CC(COc1ccc(O)c(C(N)=O)c1)NCC(O)c1ccccc1. As a reaction SMILES: [CH3:33][OH:34].[H:31][H:32].[NH2:21][CH2:22][CH:23]([c:24]1[cH:25][cH:26][cH:27][cH:28][cH:29]1)[OH:30].[O:6]=[C:7]([CH2:8][O:9][c:10]1[cH:11][cH:12][c:13]([OH:19])[c:14]([C:15](=[O:16])[NH2:17])[cH:18]1)[CH3:20].[S:1](=[O:2])(=[O:3])([OH:4])[OH:5]>>[CH:7]([CH2:8][O:9][c:10]1[cH:11][cH:12][c:13]([OH:19])[c:14]([C:15](=[O:16])[NH2:17])[cH:18]1)([CH3:20])[NH:21][CH2:22][CH:23]([c:24]1[cH:25][cH:26][cH:27][cH:28][cH:29]1)[OH:30]. The reactants are CN(C)c1ccccn1, CS(=O)(=O)Cl, ClCCl, CC(C)(C)OC(=O)N1CCc2cc(N)c(O)cc2CC1, c1ccncc1. The product is CC(C)(C)OC(=O)N1CCc2cc(O)c(NS(C)(=O)=O)cc2CC1. As a reaction SMILES: [CH3:12][N:13]([c:14]1[cH:15][cH:16][cH:17][cH:18][n:19]1)[CH3:20].[CH3:7][S:8]([Cl:9])(=[O:10])=[O:11].[Cl:41][CH2:42][Cl:43].[NH2:21][c:22]1[cH:23][c:24]2[c:25]([cH:38][c:39]1[OH:40])[CH2:26][CH2:27][N:28]([C:31](=[O:32])[O:33][C:34]([CH3:35])([CH3:36])[CH3:37])[CH2:29][CH2:30]2.[cH:1]1[cH:2][cH:3][n:4][cH:5][cH:6]1>>[CH3:7][S:8](=[O:10])(=[O:11])[NH:21][c:22]1[cH:23][c:24]2[c:25]([cH:38][c:39]1[OH:40])[CH2:26][CH2:27][N:28]([C:31](=[O:32])[O:33][C:34]([CH3:35])([CH3:36])[CH3:37])[CH2:29][CH2:30]2.